From a dataset of the Open Reaction Database (ORD), a public repository of structured organic reaction records. describe an organic reaction: reactants, conditions, products, and yield Product: ClC1=CC=C(C=C1)C(C=C=C(C(=O)O)C)(C)C (5-(p-chlorophenyl)-2,5-dimethyl-hexa-2,3-dienoic acid). Procedure details: Repeating the procedure of Example 7, but replacing the 3-(p-fluorophenyl)-3-methyl-butyryl chloride used therein with an approximately equivalent amount of 3-(p-chlorophenyl)-3-methyl-butyryl chloride, there is accordingly obtained ethyl 5-(p-chlorophenyl)-2,5-dimethyl-hexa-2,3-dienoate from which is obtained 5-(p-chlorophenyl)-2,5-dimethyl-hexa-2,3-dienoic acid (m.p. 106° - 107.5°). RXN SMILES: FC1C=CC(C(C)(C)CC(Cl)=O)=CC=1.ClC1C=CC(C(C)(C)CC(Cl)=O)=CC=1.[Cl:29][C:30]1[CH:35]=[CH:34][C:33]([C:36]([CH3:47])([CH3:46])[CH:37]=[C:38]=[C:39]([CH3:45])[C:40]([O:42]CC)=[O:41])=[CH:32][CH:31]=1>>[Cl:29][C:30]1[CH:31]=[CH:32][C:33]([C:36]([CH3:47])([CH3:46])[CH:37]=[C:38]=[C:39]([CH3:45])[C:40]([OH:42])=[O:41])=[CH:34][CH:35]=1. Starting materials: FC1=CC=C(C=C1)C(CC(=O)Cl)(C)C (3-(p-fluorophenyl)-3-methyl-butyryl chloride), ClC1=CC=C(C=C1)C(CC(=O)Cl)(C)C (3-(p-chlorophenyl)-3-methyl-butyryl chloride), ClC1=CC=C(C=C1)C(C=C=C(C(=O)OCC)C)(C)C (ethyl 5-(p-chlorophenyl)-2,5-dimethyl-hexa-2,3-dienoate). Reactants: CCSc1nc(O)c2c(n1)CCS2, CC(=O)O, O, c1ccc(N2CCNCC2)cc1. The product is Oc1nc(N2CCN(c3ccccc3)CC2)nc2c1SCC2. Reaction SMILES: [CH2:13]([S:14][c:16]1[n:17][c:18]([OH:25])[c:19]2[c:20]([n:21]1)[CH2:22][CH2:23][S:24]2)[CH3:15].[CH3:27][C:28](=[O:29])[OH:30].[OH2:26].[c:1]1([N:7]2[CH2:8][CH2:9][NH:10][CH2:11][CH2:12]2)[cH:2][cH:3][cH:4][cH:5][cH:6]1>>[c:1]1([N:7]2[CH2:8][CH2:9][N:10]([c:16]3[n:17][c:18]([OH:25])[c:19]4[c:20]([n:21]3)[CH2:22][CH2:23][S:24]4)[CH2:11][CH2:12]2)[cH:2][cH:3][cH:4][cH:5][cH:6]1.